Dataset: the Open Reaction Database (ORD), a public repository of structured organic reaction records. Task: describe an organic reaction: reactants, conditions, products, and yield Starting materials: COC(=O)c1nc(Cl)c(-c2cccc(C(F)(F)F)c2)cc1C, Cc1cc(-c2cccc(C(F)(F)F)c2)cnc1C(=O)O, C1CCN(C2CCNCC2)C1. Yields the product Cc1cc(-c2cccc(C(F)(F)F)c2)c(Cl)nc1C(=O)N1CCC(N2CCCC2)CC1. RXN SMILES: [CH3:1][O:2][C:3](=[O:4])[c:5]1[n:6][c:7]([Cl:22])[c:8](-[c:12]2[cH:13][c:14]([C:18]([F:19])([F:20])[F:21])[cH:15][cH:16][cH:17]2)[cH:9][c:10]1[CH3:11].[CH3:23][c:24]1[c:25]([C:26]([OH:27])=[O:28])[n:29][cH:30][c:31](-[c:32]2[cH:33][cH:34][cH:35][c:36]([C:37]([F:38])([F:39])[F:40])[cH:41]2)[cH:42]1.[N:43]1([CH:48]2[CH2:49][CH2:50][NH:51][CH2:52][CH2:53]2)[CH2:44][CH2:45][CH2:46][CH2:47]1>>[C:3](=[O:4])([c:5]1[n:6][c:7]([Cl:22])[c:8](-[c:12]2[cH:13][c:14]([C:18]([F:19])([F:20])[F:21])[cH:15][cH:16][cH:17]2)[cH:9][c:10]1[CH3:11])[N:51]1[CH2:50][CH2:49][CH:48]([N:43]2[CH2:44][CH2:45][CH2:46][CH2:47]2)[CH2:53][CH2:52]1.